This data is from the Open Reaction Database (ORD), a public repository of structured organic reaction records. The task is: describe an organic reaction: reactants, conditions, products, and yield The reactants are Cc1ncc(CBr)o1, CN(C)C=O, [H-], [Na+], c1ccc(CN2CCC(Cc3nc4ccccc4[nH]3)CC2)cc1. The product is Cc1ncc(Cn2c(CC3CCN(Cc4ccccc4)CC3)nc3ccccc32)o1. RXN SMILES: [Br:26][CH2:27][c:28]1[cH:29][n:30][c:31]([CH3:33])[o:32]1.[CH3:34][N:35]([CH3:36])[CH:37]=[O:38].[H-:24].[Na+:25].[c:1]1([CH2:7][N:8]2[CH2:9][CH2:10][CH:11]([CH2:14][c:15]3[n:16][c:17]4[c:18]([nH:19]3)[cH:20][cH:21][cH:22][cH:23]4)[CH2:12][CH2:13]2)[cH:2][cH:3][cH:4][cH:5][cH:6]1>>[c:1]1([CH2:7][N:8]2[CH2:9][CH2:10][CH:11]([CH2:14][c:15]3[n:16][c:17]4[c:18]([n:19]3[CH2:27][c:28]3[cH:29][n:30][c:31]([CH3:33])[o:32]3)[cH:20][cH:21][cH:22][cH:23]4)[CH2:12][CH2:13]2)[cH:2][cH:3][cH:4][cH:5][cH:6]1. Reactants: solution, C(#N)[BH3-].[Na+] (sodiumcyanoborohydride), ClC=1C=C(C=CC1)[C@@H](CNC1=C(C(NC2=CC=CC=C12)=O)C1=NC2=C(N1)C=C(C=C2C)N2CCNCC2)O (4-[(S)-2-(3-chloro-phenyl)-2-hydroxy-ethylamino]-3-(4-methyl-6-piperazin-1-yl-1H-benzimidazole-2-yl)-1H-quinoline-2-one), CO (methanol). Solvent: O1CCCC1 (tetrahydrofuran). Reaction conditions: time 30 minute. The product is ClC=1C=C(C=CC1)[C@@H](CNC1=C(C(NC2=CC=CC=C12)=O)C1=NC2=C(N1)C=C(C=C2C)N2CCN(CC2)CCO)O (4-[(S)-2-(3-chloro-phenyl)-2-hydroxy-ethylamino]-3-{6-[4-(2-hydroxy-ethyl)-piperazin-1-yl]-4methyl-1H-benzimidazole-2-yl}-1H-quinoline-2-one). Reaction SMILES: [Cl:1][C:2]1[CH:3]=[C:4]([C@H:8]([OH:38])[CH2:9][NH:10][C:11]2[C:20]3[C:15](=[CH:16][CH:17]=[CH:18][CH:19]=3)[NH:14][C:13](=[O:21])[C:12]=2[C:22]2[NH:26][C:25]3[CH:27]=[C:28]([N:32]4[CH2:37][CH2:36]N[CH2:34][CH2:33]4)[CH:29]=[C:30]([CH3:31])[C:24]=3[N:23]=2)[CH:5]=[CH:6][CH:7]=1.[C:39]([BH3-])#[N:40].[Na+].[CH3:43][OH:44]>O1CCCC1>[Cl:1][C:2]1[CH:3]=[C:4]([C@H:8]([OH:38])[CH2:9][NH:10][C:11]2[C:20]3[C:15](=[CH:16][CH:17]=[CH:18][CH:19]=3)[NH:14][C:13](=[O:21])[C:12]=2[C:22]2[NH:26][C:25]3[CH:27]=[C:28]([N:32]4[CH2:37][CH2:36][N:40]([CH2:39][CH2:43][OH:44])[CH2:34][CH2:33]4)[CH:29]=[C:30]([CH3:31])[C:24]=3[N:23]=2)[CH:5]=[CH:6][CH:7]=1 |f:1.2|. Procedure: To a stirred solutionof 12 mg (0.023 mmol) of the 4-[(S)-2-(3-chloro-phenyl)-2-hydroxy-ethylamino]-3-(4-methyl-6-piperazin-1-yl-1H-benzimidazole-2-yl)-1H-quinoline-2-one in 0.5 mL of methanol was added ˜5 mg of glycaldehyde to which was added 0.3 mL of 1 N solution of sodiumcyanoborohydride in tetrahydrofuran, and the mixture was stirred for 30 minutes, and then it was subjected to preparative HPLC to afford the product. LRMS [M+H]+573; 1H NMR (400 MHz, CDCl3) δ 8.06 (d, 1H, J=7.96 Hz), 7.97 (s,... Starting materials: ClC1=C(C(=O)OCC(F)(F)F)C=CC=C1 (2,2,2-trifluoroethyl 2-chlorobenzoate), [F-].[K+] (potassium fluoride). Reagents/catalysts: [Br-].C(CCC)[P+](CCCC)(CCCC)CCCC (tetrabutyl phosphonium bromide). Yields the product FC1=C(C(=O)OCC(F)(F)F)C=CC=C1 (2,2,2-trifluoroethyl 2-fluorobenzoate). The yield is 60.5%. As a reaction SMILES: Cl[C:2]1[CH:15]=[CH:14][CH:13]=[CH:12][C:3]=1[C:4]([O:6][CH2:7][C:8]([F:11])([F:10])[F:9])=[O:5].[F-:16].[K+]>[Br-].C([P+](CCCC)(CCCC)CCCC)CCC>[F:16][C:2]1[CH:15]=[CH:14][CH:13]=[CH:12][C:3]=1[C:4]([O:6][CH2:7][C:8]([F:11])([F:10])[F:9])=[O:5] |f:1.2,3.4|. Reported procedure: Into a 1 l glass reactor equipped with a condenser, 238.5 g (1 mol) of 2,2,2-trifluoroethyl 2-chlorobenzoate, 87 g (1.5 mol) of spray dried potassium fluoride, 23.9 g of tetrabutyl phosphonium bromide and 480 g of sulforane were charged and reacted at 180° C. for 20 hours under vigorous stirring. After cooling, the inorganic salt was removed by filtration, and the filtrate was distilled under reduced pressure to obtain 134.3 g (yield: 60.5%) of 2,2,2-trifluoroethyl 2-fluorobenzoate. Yield: 85.0%. The product is ClC1=C(C=CC(=C1)O)C1=CC=C(C=C1)CC(=O)O ((2′-chloro-4′-hydroxy-1,1′-biphenyl-4-yl)acetic acid). Reaction SMILES: C(=O)([O-])[O-].[Na+].[Na+].CC1(C)C(C)(C)OB([C:15]2[CH:20]=[CH:19][C:18]([CH2:21][C:22]([O:24]C)=[O:23])=[CH:17][CH:16]=2)O1.Br[C:28]1[CH:33]=[CH:32][C:31]([OH:34])=[CH:30][C:29]=1[Cl:35].[OH-].[Na+].Cl>C1(C)C(CCO)=CC=CC=1.C1C=CC([P]([Pd]([P](C2C=CC=CC=2)(C2C=CC=CC=2)C2C=CC=CC=2)([P](C2C=CC=CC=2)(C2C=CC=CC=2)C2C=CC=CC=2)[P](C2C=CC=CC=2)(C2C=CC=CC=2)C2C=CC=CC=2)(C2C=CC=CC=2)C2C=CC=CC=2)=CC=1.C(O)C>[Cl:35][C:29]1[CH:30]=[C:31]([OH:34])[CH:32]=[CH:33][C:28]=1[C:15]1[CH:16]=[CH:17][C:18]([CH2:21][C:22]([OH:24])=[O:23])=[CH:19][CH:20]=1 |f:0.1.2,5.6,^1:52,54,73,92|. Starting materials: C([O-])([O-])=O.[Na+].[Na+] (sodium carbonate), CC1(OB(OC1(C)C)C1=CC=C(C=C1)CC(=O)OC)C (methyl [4-(4,4,5,5-tetramethyl-1,3,2-dioxaborolan-2-yl)phenyl]acetate), BrC1=C(C=C(C=C1)O)Cl (4-bromo-3-chlorophenol), Cl (hydrochloric acid), [OH-].[Na+] (sodium hydroxide). The solvent is C=1(C(=CC=CC1)CCO)C (toluene-ethanol), C(C)O (ethanol). The reagents and catalysts are C=1C=CC(=CC1)[P](C=2C=CC=CC2)(C=3C=CC=CC3)[Pd]([P](C=4C=CC=CC4)(C=5C=CC=CC5)C=6C=CC=CC6)([P](C=7C=CC=CC7)(C=8C=CC=CC8)C=9C=CC=CC9)[P](C=1C=CC=CC1)(C=1C=CC=CC1)C=1C=CC=CC1 (tetrakis(triphenylphosphine)palladium). Reaction conditions: temperature 110 celsius, time 8 hour. Reported procedure: After a 2N aqueous sodium carbonate solution (12 ml) and tetrakis(triphenylphosphine)palladium (0) (504 mg, 0.436 mmol) were added to a solution of methyl [4-(4,4,5,5-tetramethyl-1,3,2-dioxaborolan-2-yl)phenyl]acetate (2.41 g, 8.73 mmol) obtained in Example (12-1) and 4-bromo-3-chlorophenol (2.17 g, 10.5 mmol) in a mixture of toluene-ethanol (5:1, 36 ml), the mixture was stirred at 110° C. for 8 hours. After the temperature of the reaction mixture was returned to room temperature and ethanol (12...